Task: describe an organic reaction: reactants, conditions, products, and yield. Dataset: the Open Reaction Database (ORD), a public repository of structured organic reaction records Reactants: ClC1=CC=C(C=C1)C(C(C(=O)OCC)=O)C#N (ethyl 3-(4-chlorophenyl)-3-cyano-2-oxopropanoate), C=O (HCHO), C([O-])([O-])=O.[Na+].[Na+] (Sodium carbonate). Run in C(Cl)Cl (methylene chloride), O (water), C(Cl)Cl (methylene chloride), O (water). Run at time 2 minute. Product: OCC(C#N)C1=CC=C(C=C1)Cl (3-hydroxy-2-(4-chlorophenyl)propanenitrile). As a reaction SMILES: C(=O)([O-])[O-].[Na+].[Na+].[Cl:7][C:8]1[CH:13]=[CH:12][C:11]([CH:14]([C:22]#[N:23])[C:15](=[O:21])C(OCC)=O)=[CH:10][CH:9]=1.C=O>O.C(Cl)Cl>[OH:21][CH2:15][CH:14]([C:11]1[CH:10]=[CH:9][C:8]([Cl:7])=[CH:13][CH:12]=1)[C:22]#[N:23] |f:0.1.2|. Reported procedure: Sodium carbonate (204 mg, 1.9 mmol) dissolved in water (1.2 mL) was added dropwise over 10 min to a vigorously stirred mixture of the above ethyl 3-(4-chlorophenyl)-3-cyano-2-oxopropanoate (400 mg 1.59 mmol), 37% HCHO (131 μL 1.75 mmol) and methylene chloride (2 mL). After an additional 2 min, the mixture was diluted with ˜one mL each of water and methylene chloride and phase separated. Acidification of the aqueous phase and filtration of the precipitated solid recovered 68 mg (17%) of the start... The reactants are N(=O)OCCC(C)C (isopentyl nitrite), NC1=NC(=C(C(=C1C#N)C1=CC=CC=C1)C#N)SC1=CC=CC=C1 (2-amino-4-phenyl-6-(phenylsulfanyl)-3,5-pyridinedicarbonitrile), Cl (hydrochloric acid). The reagents and catalysts are [Cu](Cl)Cl (copper(II) chloride). Run in C(C)#N (acetonitrile). Reaction conditions: time 20 minute. Product: ClC1=NC(=C(C(=C1C#N)C1=CC=CC=C1)C#N)SC1=CC=CC=C1 (2-Chloro-4-phenyl-6-(phenylsulfanyl)-3,5-pyridinedicarbonitrile). RXN SMILES: N(OCCC(C)C)=O.N[C:10]1[C:15]([C:16]#[N:17])=[C:14]([C:18]2[CH:23]=[CH:22][CH:21]=[CH:20][CH:19]=2)[C:13]([C:24]#[N:25])=[C:12]([S:26][C:27]2[CH:32]=[CH:31][CH:30]=[CH:29][CH:28]=2)[N:11]=1.[ClH:33]>C(#N)C.[Cu](Cl)Cl>[Cl:33][C:10]1[C:15]([C:16]#[N:17])=[C:14]([C:18]2[CH:23]=[CH:22][CH:21]=[CH:20][CH:19]=2)[C:13]([C:24]#[N:25])=[C:12]([S:26][C:27]2[CH:32]=[CH:31][CH:30]=[CH:29][CH:28]=2)[N:11]=1. Procedure: Under argon, 24.5 g (182 mmol) of anhydrous copper(II) chloride are suspended in 180 ml of acetonitrile, and 21.4 g (182 mmol) of isopentyl nitrite are then added dropwise. After 20 min of stirring at room temperature, 10 g (30.5 mmol) of 2-amino-4-phenyl-6-(phenylsulfanyl)-3,5-pyridinedicarbonitrile [Kambe et al., Synthesis, 531-533 (1981)] are added. The mixture is stirred at room temperature over the weekend. For work-up, 150 ml of 1 N hydrochloric acid are added to the mixture, the mixture i...